Dataset: the Open Reaction Database (ORD), a public repository of structured organic reaction records. Task: describe an organic reaction: reactants, conditions, products, and yield The reactants are O=C([O-])[O-], CC(=O)O[Cu]OC(C)=O, COc1cccc(B(O)O)c1, CC#N, [Cs+], [Cs+], O=S1(=O)CCN2CCCC(c3ccc(O)cc3)C2=N1, c1ccncc1. The product is COc1cccc(Oc2ccc(C3CCCN4CCS(=O)(=O)N=C34)cc2)c1. As a reaction SMILES: [C:37](=[O:38])([O-:39])[O-:40].[C:46]([O:47][Cu:48][O:49][C:50](=[O:51])[CH3:52])(=[O:53])[CH3:54].[CH3:1][O:2][c:3]1[cH:4][c:5]([B:9]([OH:10])[OH:11])[cH:6][cH:7][cH:8]1.[CH3:43][C:44]#[N:45].[Cs+:41].[Cs+:42].[O:12]=[S:13]1(=[O:30])[N:14]=[C:15]2[N:16]([CH2:17][CH2:18]1)[CH2:19][CH2:20][CH2:21][CH:22]2[c:23]1[cH:24][cH:25][c:26]([OH:29])[cH:27][cH:28]1.[cH:31]1[cH:32][cH:33][n:34][cH:35][cH:36]1>>[CH3:1][O:2][c:3]1[cH:4][c:5]([O:29][c:26]2[cH:25][cH:24][c:23]([CH:22]3[C:15]4=[N:14][S:13](=[O:12])(=[O:30])[CH2:18][CH2:17][N:16]4[CH2:19][CH2:20][CH2:21]3)[cH:28][cH:27]2)[cH:6][cH:7][cH:8]1. The product is CCCCOc1ccc2c(c1)CCCC2=O. Reactants: CCCCBr, O=C([O-])[O-], CC(C)=O, [K+], [K+], O=C1CCCc2cc(O)ccc21. RXN SMILES: [Br:19][CH2:20][CH2:21][CH2:22][CH3:23].[C:13](=[O:14])([O-:15])[O-:16].[CH3:24][C:25](=[O:26])[CH3:27].[K+:17].[K+:18].[OH:1][c:2]1[cH:3][c:4]2[c:9]([cH:10][cH:11]1)[C:8](=[O:12])[CH2:7][CH2:6][CH2:5]2>>[O:1]([c:2]1[cH:3][c:4]2[c:9]([cH:10][cH:11]1)[C:8](=[O:12])[CH2:7][CH2:6][CH2:5]2)[CH2:20][CH2:21][CH2:22][CH3:23]. Reactants: C(CCC)C1=NC2=C(N1CC1=CC=C(C=C1)C=1C(=CC=CC1)C(=O)OC(C)(C)C)C=C(C=C2)C (tert.butyl 4'-[(2-n-butyl-6-methyl-benzimidazol-1-yl)-methyl]biphenyl-2-carboxylate), FC(C(=O)O)(F)F.C(Cl)Cl (trifluoroacetic acid methylene chloride). Product: C(CCC)C1=NC2=C(N1CC1=CC=C(C=C1)C=1C(=CC=CC1)C(=O)O)C=C(C=C2)C (4'-[(2-n-Butyl-6-methyl-benzimidazol-1-yl)-methyl]biphenyl-2-carboxylic acid). Reaction SMILES: [CH2:1]([C:5]1[N:9]([CH2:10][C:11]2[CH:16]=[CH:15][C:14]([C:17]3[C:18]([C:23]([O:25]C(C)(C)C)=[O:24])=[CH:19][CH:20]=[CH:21][CH:22]=3)=[CH:13][CH:12]=2)[C:8]2[CH:30]=[C:31]([CH3:34])[CH:32]=[CH:33][C:7]=2[N:6]=1)[CH2:2][CH2:3][CH3:4].FC(F)(F)C(O)=O.C(Cl)Cl>>[CH2:1]([C:5]1[N:9]([CH2:10][C:11]2[CH:12]=[CH:13][C:14]([C:17]3[C:18]([C:23]([OH:25])=[O:24])=[CH:19][CH:20]=[CH:21][CH:22]=3)=[CH:15][CH:16]=2)[C:8]2[CH:30]=[C:31]([CH3:34])[CH:32]=[CH:33][C:7]=2[N:6]=1)[CH2:2][CH2:3][CH3:4] |f:1.2|. Procedure details: Prepared in analogous manner to Example 9 from tert.butyl 4'-[(2-n-butyl-6-methyl-benzimidazol-1-yl)-methyl]biphenyl-2-carboxylate and trifluoroacetic acid/methylene chloride. Reactants: Cc1ccc(Sc2ccc(O)cc2)c(Nc2ccnc3nc(C)ccc23)c1, CN(C)c1cccc2c(S(=O)(=O)Cl)cccc12, CCN(C(C)C)C(C)C, ClCCl. Yields the product Cc1ccc(Sc2ccc(OS(=O)(=O)c3cccc4c(N(C)C)cccc34)cc2)c(Nc2ccnc3nc(C)ccc23)c1. RXN SMILES: [CH3:1][c:2]1[cH:3][c:4]([NH:16][c:17]2[cH:18][cH:19][n:20][c:21]3[n:22][c:23]([CH3:27])[cH:24][cH:25][c:26]23)[c:5]([S:8][c:9]2[cH:10][cH:11][c:12]([OH:15])[cH:13][cH:14]2)[cH:6][cH:7]1.[CH3:28][N:29]([c:30]1[c:31]2[cH:32][cH:33][cH:34][c:35]([S:40](=[O:41])(=[O:42])[Cl:43])[c:36]2[cH:37][cH:38][cH:39]1)[CH3:44].[CH:45]([N:46]([CH2:47][CH3:48])[CH:49]([CH3:50])[CH3:51])([CH3:52])[CH3:53].[Cl:54][CH2:55][Cl:56]>>[CH3:1][c:2]1[cH:3][c:4]([NH:16][c:17]2[cH:18][cH:19][n:20][c:21]3[n:22][c:23]([CH3:27])[cH:24][cH:25][c:26]23)[c:5]([S:8][c:9]2[cH:10][cH:11][c:12]([O:15][S:40]([c:35]3[cH:34][cH:33][cH:32][c:31]4[c:30]([N:29]([CH3:28])[CH3:44])[cH:39][cH:38][cH:37][c:36]43)(=[O:41])=[O:42])[cH:13][cH:14]2)[cH:6][cH:7]1. Yields the product CC(C)(C)OC(=O)NCC1CCN(CCCCCNCc2ccccc2)CC1. RXN SMILES: [BH4-:30].[C:1]([CH3:2])([CH3:3])([CH3:4])[O:5][C:6](=[O:7])[NH:8][CH2:9][CH:10]1[CH2:11][CH2:12][N:13]([CH2:16][CH2:17][CH2:18][CH2:19][CH2:20][NH2:21])[CH2:14][CH2:15]1.[CH3:33][CH2:34][OH:35].[CH:22](=[O:23])[c:24]1[cH:25][cH:26][cH:27][cH:28][cH:29]1.[Na+:31].[OH2:32]>>[C:1]([CH3:2])([CH3:3])([CH3:4])[O:5][C:6](=[O:7])[NH:8][CH2:9][CH:10]1[CH2:11][CH2:12][N:13]([CH2:16][CH2:17][CH2:18][CH2:19][CH2:20][NH:21][CH2:22][c:24]2[cH:25][cH:26][cH:27][cH:28][cH:29]2)[CH2:14][CH2:15]1. Starting materials: [BH4-], CC(C)(C)OC(=O)NCC1CCN(CCCCCN)CC1, CCO, O=Cc1ccccc1, [Na+], O. Starting materials: ClCC(=O)C1=CC=C(C=C1)CC(=O)OC (methyl 4-chloroacetylphenylacetate), N1=CC=C(C=C1)N1CCNCC1 (1-(4-pyridyl)piperazine). Run in C(C)#N (acetonitrile), C(C)#N (acetonitrile). Conditions: time 8 hour. Product: N1=CC=C(C=C1)N1CCN(CC1)CC(=O)C1=CC=C(C=C1)CC(=O)OC (Methyl 4-[2-[4-(4-pyridyl)piperazin-1-yl]acetyl]-phenylacetate). As a reaction SMILES: Cl[CH2:2][C:3]([C:5]1[CH:10]=[CH:9][C:8]([CH2:11][C:12]([O:14][CH3:15])=[O:13])=[CH:7][CH:6]=1)=[O:4].[N:16]1[CH:21]=[CH:20][C:19]([N:22]2[CH2:27][CH2:26][NH:25][CH2:24][CH2:23]2)=[CH:18][CH:17]=1>C(#N)C>[N:16]1[CH:21]=[CH:20][C:19]([N:22]2[CH2:23][CH2:24][N:25]([CH2:2][C:3]([C:5]3[CH:10]=[CH:9][C:8]([CH2:11][C:12]([O:14][CH3:15])=[O:13])=[CH:7][CH:6]=3)=[O:4])[CH2:26][CH2:27]2)=[CH:18][CH:17]=1. Procedure details: A solution of methyl 4-chloroacetylphenylacetate (260 mg) in acetonitrile (4 ml) was added dropwise over 15 minutes to a stirred solution of 1-(4-pyridyl)piperazine (375 mg) in acetonitrile (10 ml) and the mixture stirred overnight. The supernatent was decanted from the solid formed, concentrated in vacuo and purified by flash chromatography on neutral alumina, eluting with dichloromethane then 0.25% v/v methanol/dichloromethane and finally 0.5% v/v methanol dichloromethane. Concentration of the... Reactants: ClC=1C(=C(C=C2C(C(=CN(C12)C1CC1)C(=O)O)=O)F)F (8-chloro-1-cyclopropyl-6,7-difluoro-1,4-dihydro-4-oxo-3-quinolinecarboxylic acid), N12CCCCCC2=NCCC1 (1,8-diazabicyclo[5.4.0]undec7-ene), Cl.Cl.C12CCCC(NC1)CN2 (6,8-diazabicyclo [3.2.2]nonane, dihydrochloride). Solvent: C(C)#N (acetonitrile). Reaction conditions: time 8 hour. The product is ClC=1C(=C(C=C2C(C(=CN(C12)C1CC1)C(=O)O)=O)F)N1C2CCCC(C1)NC2 (8-Chloro-1-cyclopropyl-7-(6,8-diazabicyclo[3.2.2]non-6-yl)-6-fluoro-1,4-dihydro-4-oxo-3-quinolinecarboxylic acid). The yield is 60.5%. As a reaction SMILES: [Cl:1][C:2]1[C:3](F)=[C:4]([F:19])[CH:5]=[C:6]2[C:11]=1[N:10]([CH:12]1[CH2:14][CH2:13]1)[CH:9]=[C:8]([C:15]([OH:17])=[O:16])[C:7]2=[O:18].N12CCCN=C1CCCCC2.Cl.Cl.[CH:34]12[NH:42][CH2:41][CH:38]([NH:39][CH2:40]1)[CH2:37][CH2:36][CH2:35]2>C(#N)C>[Cl:1][C:2]1[C:3]([N:39]2[CH2:40][CH:34]3[NH:42][CH2:41][CH:38]2[CH2:37][CH2:36][CH2:35]3)=[C:4]([F:19])[CH:5]=[C:6]2[C:11]=1[N:10]([CH:12]1[CH2:14][CH2:13]1)[CH:9]=[C:8]([C:15]([OH:17])=[O:16])[C:7]2=[O:18] |f:2.3.4|. Procedure: A suspension of 1.0 g (3.34 mmol) of 8-chloro-1-cyclopropyl-6,7-difluoro-1,4-dihydro-4-oxo-3-quinolinecarboxylic acid, 30 ml of acetonitrile, 1.52 g (10.0 mmol) of 1,8-diazabicyclo[5.4.0]undec7-ene, and 0.72 g (3.62 mmol) of 6,8-diazabicyclo [3.2.2]nonane, dihydrochloride was heated under reflux for 3 hr, then stirred at room temperature overnight. The precipitate was removed by filtration and washed with acetonitrile and ether to give 0.82 g of the title compound, mp 217°-220° C. Starting materials: C(C)N.C1CCOC1 (ethylamine THF), C(#N)C1=CC=C(CN2C(C3=C(N4CCC[C@H]4C2)N=C(N=C3)SC)=O)C=C1 ((S)-5-(4-cyanobenzyl)-9-methylthio-1,2,3,3a,4,5-hexahydro-5,8,10,10b-tetraazabenzo[e]azulen-6-one), C([O-])(O)=O.[Na+] (sodium bicarbonate), ClC1=CC(=CC=C1)C(=O)OO (3-chloroperbenzoic acid). Run in ClCCl (dichloromethane). Conditions: time 30 minute. Yields the product C(#N)C1=CC=C(CN2C(C3=C(N4CCC[C@H]4C2)N=C(N=C3)NCC)=O)C=C1 ((S)-5-(4-Cyanobenzyl)-9-ethylamino-1,2,3,3a,4,5-hexahydro-5,8,10,10b-tetraazabenzo[e]azulen-6-one). Yield: 67.3%. As a reaction SMILES: [C:1]([C:3]1[CH:26]=[CH:25][C:6]([CH2:7][N:8]2[CH2:17][C@H:16]3[N:12]([CH2:13][CH2:14][CH2:15]3)[C:11]3[N:18]=[C:19](SC)[N:20]=[CH:21][C:10]=3[C:9]2=[O:24])=[CH:5][CH:4]=1)#[N:2].ClC1C=CC=C(C(OO)=O)C=1.C(=O)(O)[O-].[Na+].[CH2:43]([NH2:45])[CH3:44].C1COCC1>ClCCl>[C:1]([C:3]1[CH:26]=[CH:25][C:6]([CH2:7][N:8]2[CH2:17][C@H:16]3[N:12]([CH2:13][CH2:14][CH2:15]3)[C:11]3[N:18]=[C:19]([NH:45][CH2:43][CH3:44])[N:20]=[CH:21][C:10]=3[C:9]2=[O:24])=[CH:5][CH:4]=1)#[N:2] |f:2.3,4.5|. Procedure details: (S)-5-(4-Cyanobenzyl)-9-methylthio-1,2,3,3a,4,5-hexahydro-5,8,10,10b-tetraazabenzo[e]azulen-6-one (0.927 g, 2.54 mmol) obtained in Step 2 was dissolved in dichloromethane (10 mL), and the mixture was stirred at room temperature for 30 minutes after adding 3-chloroperbenzoic acid (65%; 1.01 g, 3.81 mmol). Thereafter, an aqueous sodium bicarbonate solution was added to the reaction mixture, and the mixture was extracted with chloroform. The organic layer was washed with saturated brine, dried over... Reactants: CNC1CCCCC1 (N-methylcyclohexylamine), C(C)(C)(C)OC(=O)N(CCOC=1C=C(C(=O)O)C=C(C1)Cl)C1=CC=NC=C1 (3-[2-(tert-butoxycarbonyl-pyridin-4-yl-amino)-ethoxy]-5-chloro-benzoic acid), CN(C)C(=[N+](C)C)ON1C2=C(C=CC=C2)N=N1.[B-](F)(F)(F)F (TBTU), C=1C=CC2=C(C1)N=NN2O (HOBt), CCN(C(C)C)C(C)C (DIPEA). Solvent: CN(C)C=O (DMF). Reaction conditions: time 18 hour. Product: C(C)(C)(C)OC(N(C1=CC=NC=C1)CCOC1=CC(=CC(=C1)C(N(C)C1CCCCC1)=O)Cl)=O ({2-[3-Chloro-5-(cyclohexyl-methyl-carbamoyl)-phenoxy]-ethyl}pyridin-4-yl-carbamic acid tert-butyl ester). As a reaction SMILES: [C:1]([O:5][C:6]([N:8]([C:22]1[CH:27]=[CH:26][N:25]=[CH:24][CH:23]=1)[CH2:9][CH2:10][O:11][C:12]1[CH:13]=[C:14]([CH:18]=[C:19]([Cl:21])[CH:20]=1)[C:15]([OH:17])=O)=[O:7])([CH3:4])([CH3:3])[CH3:2].CN(C(ON1N=NC2C=CC=CC1=2)=[N+](C)C)C.[B-](F)(F)(F)F.C1C=CC2N(O)N=NC=2C=1.CCN(C(C)C)C(C)C.[CH3:69][NH:70][CH:71]1[CH2:76][CH2:75][CH2:74][CH2:73][CH2:72]1>CN(C=O)C>[C:1]([O:5][C:6](=[O:7])[N:8]([CH2:9][CH2:10][O:11][C:12]1[CH:13]=[C:14]([C:15](=[O:17])[N:70]([CH:71]2[CH2:76][CH2:75][CH2:74][CH2:73][CH2:72]2)[CH3:69])[CH:18]=[C:19]([Cl:21])[CH:20]=1)[C:22]1[CH:23]=[CH:24][N:25]=[CH:26][CH:27]=1)([CH3:3])([CH3:4])[CH3:2] |f:1.2|. Reported procedure: To a stirred solution of 3-[2-(tert-butoxycarbonyl-pyridin-4-yl-amino)-ethoxy]-5-chloro-benzoic acid (0.039 g), TBTU (0.064 g) and HOBt (0.027 g) in DMF (1 ml) was added DIPEA (0.036 ml) followed by N-methylcyclohexylamine (0.027 ml) after 15 min. The reaction mixture was stirred at room temperature for 18 h and then concentrated under reduced pressure. The residue was subjected to preparative hplc and the title compound (0.036 g) was obtained as a colourless gum by concentration of the required... The reactants are C(C)OC(C(C(=O)OCC)CC1=CN=C(S1)NC(=O)OC(C)(C)C)=O (2-(2-tert-Butoxycarbonylamino-thiazol-5-ylmethyl)-malonic acid diethyl ester), [OH-].[K+] (KOH). Run in C(C)O (ethanol), C1CCOC1 (THF), C(C)O (ethanol). Reaction conditions: time 96 hour. The product is C(C)OC(C(C(=O)O)CC1=CN=C(S1)NC(=O)OC(C)(C)C)=O (2-(2-tert-butoxycarbonylamino-thiazol-5-ylmethyl)-malonic acid monoethyl ester). Yield: 65.5%. Reaction SMILES: [CH2:1]([O:3][C:4](=[O:25])[CH:5]([CH2:11][C:12]1[S:16][C:15]([NH:17][C:18]([O:20][C:21]([CH3:24])([CH3:23])[CH3:22])=[O:19])=[N:14][CH:13]=1)[C:6]([O:8]CC)=[O:7])[CH3:2].[OH-].[K+]>C(O)C.C1COCC1>[CH2:1]([O:3][C:4](=[O:25])[CH:5]([CH2:11][C:12]1[S:16][C:15]([NH:17][C:18]([O:20][C:21]([CH3:24])([CH3:23])[CH3:22])=[O:19])=[N:14][CH:13]=1)[C:6]([OH:8])=[O:7])[CH3:2] |f:1.2|. Reported procedure: 2-(2-tert-Butoxycarbonylamino-thiazol-5-ylmethyl)-malonic acid diethyl ester (158 mg; 0.43 mmol) was dissolved in ethanol (1 mL) and THF (0.5 mL), and a solution of KOH (24 mg; 0.43 mmol) in ethanol (0.14 mL) was added at 0° C. The reaction mixture was stirred at room temperature for 96 hours, and then poured onto ice-water. The aqueous phase was extracted with diethyl ether, acidified to pH 3 by addition of 0.5 M HCl, and extracted with diethyl ether. The combined organic phases were dried and ...